From a dataset of the Open Reaction Database (ORD), a public repository of structured organic reaction records. describe an organic reaction: reactants, conditions, products, and yield Starting materials: CC(=O)Cl, Nc1ccc(-c2nc3cc(Cl)ccc3o2)cc1, O, c1ccncc1. Yields the product CC(=O)Nc1ccc(-c2nc3cc(Cl)ccc3o2)cc1. As a reaction SMILES: [CH3:18][C:19]([Cl:20])=[O:21].[Cl:1][c:2]1[cH:3][cH:4][c:5]2[c:6]([n:7][c:8](-[c:10]3[cH:11][cH:12][c:13]([NH2:14])[cH:15][cH:16]3)[o:9]2)[cH:17]1.[OH2:22].[cH:23]1[cH:24][cH:25][n:26][cH:27][cH:28]1>>[Cl:1][c:2]1[cH:3][cH:4][c:5]2[c:6]([n:7][c:8](-[c:10]3[cH:11][cH:12][c:13]([NH:14][C:19]([CH3:18])=[O:21])[cH:15][cH:16]3)[o:9]2)[cH:17]1. The reactants are C(Cl)Cl (methylene chloride), OC1=CC=C(C=C1)C(C)(C)C1=CC=C(C=C1)O (bisphenol A). Product: C(=O)(Cl)Cl (phosgene), OC1=CC=C(C=C1)C(C)(C)C1=CC=C(C=C1)O (bisphenol A). As a reaction SMILES: [OH:1][C:2]1[CH:7]=[CH:6][C:5]([C:8]([C:11]2[CH:16]=[CH:15][C:14]([OH:17])=[CH:13][CH:12]=2)([CH3:10])[CH3:9])=[CH:4][CH:3]=1.[CH2:18]([Cl:20])[Cl:19]>>[C:18]([Cl:20])([Cl:19])=[O:1].[OH:1][C:2]1[CH:3]=[CH:4][C:5]([C:8]([C:11]2[CH:12]=[CH:13][C:14]([OH:17])=[CH:15][CH:16]=2)([CH3:10])[CH3:9])=[CH:6][CH:7]=1. Procedure: mixing bisphenol A, an aqueous caustic solution, methylene chloride and phosgene by means of at least one motionless mixer to form a fine dispersion of the partially phosgenated derivatives of bisphenol A in said aqueous solution,